From a dataset of the Open Reaction Database (ORD), a public repository of structured organic reaction records. describe an organic reaction: reactants, conditions, products, and yield Reactants: O=C1CCC(=O)N1Br, Cc1cc(Cl)c(F)cc1Br, O=C(OOC(=O)c1ccccc1)c1ccccc1, ClC(Cl)(Cl)Cl. Reaction SMILES: [Br:11][N:12]1[C:13](=[O:14])[CH2:15][CH2:16][C:17]1=[O:18].[Br:1][c:2]1[c:3]([CH3:10])[cH:4][c:5]([Cl:9])[c:6]([F:8])[cH:7]1.[C:19]([O:20][O:21][C:22](=[O:23])[c:24]1[cH:25][cH:26][cH:27][cH:28][cH:29]1)(=[O:30])[c:31]1[cH:32][cH:33][cH:34][cH:35][cH:36]1.[C:37]([Cl:38])([Cl:39])([Cl:40])[Cl:41]>>[Br:1][c:2]1[c:3]([CH2:10][Br:11])[cH:4][c:5]([Cl:9])[c:6]([F:8])[cH:7]1. Yields the product Fc1cc(Br)c(CBr)cc1Cl. Reactants: COC(C1=CC(=CC(=C1)F)N=CC1=CC(=CC=C1)Br)=O (3-[(3-bromo-benzylidene)-amino]-5-fluoro-benzoic acid methyl ester), O.[O-]S(=O)(=O)C(F)(F)F.[Yb+3].[O-]S(=O)(=O)C(F)(F)F.[O-]S(=O)(=O)C(F)(F)F (ytterbium(III) triflate hydrate), C(C(C)C)=O (isobutyraldehyde), O (water). Solvent: O1CCCC1 (tetrahydrofuran). Run at temperature 25 celsius, time 16 hour. Product: COC(=O)C=1C=2C(C(C(NC2C=C(C1)F)C1=CC(=CC=C1)Br)(C)C)O (2-(3-bromo-phenyl)-7-fluoro-4-hydroxy-3,3-dimethyl-1,2,3,4-tetrahydro-quinoline-5-carboxylic acid methyl ester). The yield is 100.3%. RXN SMILES: [CH3:1][O:2][C:3](=[O:20])[C:4]1[CH:9]=[C:8]([F:10])[CH:7]=[C:6]([N:11]=[CH:12][C:13]2[CH:18]=[CH:17][CH:16]=[C:15]([Br:19])[CH:14]=2)[CH:5]=1.O.[O-]S(C(F)(F)F)(=O)=O.[Yb+3].[O-]S(C(F)(F)F)(=O)=O.[O-]S(C(F)(F)F)(=O)=O.[CH:47](=[O:51])[CH:48]([CH3:50])[CH3:49].O>O1CCCC1>[CH3:1][O:2][C:3]([C:4]1[C:5]2[CH:47]([OH:51])[C:48]([CH3:50])([CH3:49])[CH:12]([C:13]3[CH:18]=[CH:17][CH:16]=[C:15]([Br:19])[CH:14]=3)[NH:11][C:6]=2[CH:7]=[C:8]([F:10])[CH:9]=1)=[O:20] |f:1.2.3.4.5|. Procedure details: To a stirred mixture solution of 3-[(3-bromo-benzylidene)-amino]-5-fluoro-benzoic acid methyl ester (51.7 g, 153.8 mmol) and ytterbium(III) triflate hydrate (14.3 g, 23.1 mmol) in dry tetrahydrofuran (100 mL) at 25° C. was added isobutyraldehyde (14 mL, 153.8 mmol) and water (2.8 mL, 153.8 mmol) dropwise. The reaction mixture was stirred at 25° C. for 16 h. Then the reaction mixture was concentrated in vacuo and the residue was extracted with ethyl acetate (2×200 mL), washed with brine, dried ov... The reactants are C(C)(C)(C)OC(=O)N1CCC(=CC1)C1=CC(=CC=C1)C(OC1CCN(CC1)C)C1=NC2=C(N1)C=CC=C2 (4-{3-[(1H-benzimidazol-2-yl)(1-methylpiperidin-4-yloxy)methyl]phenyl}-3,6-dihydro-2H-pyridine-1-carboxylic acid tert-butyl ester), FC(C(=O)O)(F)F (trifluoroacetic acid). Solvent: ClCCl (dichloromethane). Reaction conditions: time 2 hour. Product: CN1CCC(CC1)OC(C1=NC2=C(N1)C=CC=C2)C2=CC(=CC=C2)C=2CCNCC2 (2-{(1-methylpiperidin-4-yloxy)[3-(1,2,3,6-tetrahydro-pyridin-4-yl)phenyl]methyl}-1H-benzimidazole). RXN SMILES: C(OC([N:8]1[CH2:13][CH:12]=[C:11]([C:14]2[CH:19]=[CH:18][CH:17]=[C:16]([CH:20]([C:29]3[NH:33][C:32]4[CH:34]=[CH:35][CH:36]=[CH:37][C:31]=4[N:30]=3)[O:21][CH:22]3[CH2:27][CH2:26][N:25]([CH3:28])[CH2:24][CH2:23]3)[CH:15]=2)[CH2:10][CH2:9]1)=O)(C)(C)C.FC(F)(F)C(O)=O>ClCCl>[CH3:28][N:25]1[CH2:24][CH2:23][CH:22]([O:21][CH:20]([C:16]2[CH:17]=[CH:18][CH:19]=[C:14]([C:11]3[CH2:12][CH2:13][NH:8][CH2:9][CH:10]=3)[CH:15]=2)[C:29]2[NH:30][C:31]3[CH:37]=[CH:36][CH:35]=[CH:34][C:32]=3[N:33]=2)[CH2:27][CH2:26]1. Procedure: To a solution of 4-{3-[(1H-benzimidazol-2-yl)(1-methylpiperidin-4-yloxy)methyl]phenyl}-3,6-dihydro-2H-pyridine-1-carboxylic acid tert-butyl ester (407 mg) in dichloromethane (2 mL) is added trifluoroacetic acid (1 mL). After 2 hours at room temperature, volatiles are removed under reduced pressure. The mixture is diluted with water, basified to pH 10 by adding of an aqueous saturated solution of sodium carbonate and extracted with ethyl acetate. The pooled organic extracts are dried over magnesi...